From a dataset of the Open Reaction Database (ORD), a public repository of structured organic reaction records. describe an organic reaction: reactants, conditions, products, and yield Starting materials: CCOC(=O)N1C(=O)c2ccccc2C1=O, CC(C)(C)OC(=O)NCCCCN, C1COCCO1. The product is CC(C)(C)OC(=O)NCCCCN1C(=O)c2ccccc2C1=O. Reaction SMILES: [C:14]([N:15]1[C:20](=[O:29])[c:21]2[c:22]([cH:25][cH:26][cH:27][cH:28]2)[C:23]1=[O:24])([O:16][CH2:17][CH3:18])=[O:19].[C:1]([CH3:2])([CH3:3])([CH3:4])[O:5][C:6](=[O:7])[NH:8][CH2:9][CH2:10][CH2:11][CH2:12][NH2:13].[CH2:30]1[O:31][CH2:32][CH2:33][O:34][CH2:35]1>>[C:1]([CH3:2])([CH3:3])([CH3:4])[O:5][C:6](=[O:7])[NH:8][CH2:9][CH2:10][CH2:11][CH2:12][N:13]1[C:20](=[O:29])[c:21]2[c:22]([cH:25][cH:26][cH:27][cH:28]2)[C:23]1=[O:24]. Reactants: FC(OC1=C(C=CC=C1)S(=O)(=O)NC(=O)NC1=NC(=NC(=N1)Cl)OC)F (N-(2-difluoromethoxyphenylsulfonyl)-N'-(4-chloro-6-methoxy-1,3,5-triazin-2-yl)-urea), O1CCOCC1 (dioxane), FC(CO)(F)F (2,2,2-trifluoroethanol), C([O-])([O-])=O.[K+].[K+] (potassium carbonate). The solvent is O (water). Reaction conditions: time 12 hour. Yields the product FC(OC1=C(C=CC=C1)S(=O)(=O)NC(=O)NC1=NC(=NC(=N1)OC)OCC(F)(F)F)F (N-(2-Difluoromethoxyphenyl-sulfonyl)-N'-[4-methoxy-6-(2,2,2-trifluoroethoxy)-1,3,5-triazin-2-yl]-urea). RXN SMILES: [F:1][CH:2]([F:26])[O:3][C:4]1[CH:9]=[CH:8][CH:7]=[CH:6][C:5]=1[S:10]([NH:13][C:14]([NH:16][C:17]1[N:22]=[C:21](Cl)[N:20]=[C:19]([O:24][CH3:25])[N:18]=1)=[O:15])(=[O:12])=[O:11].O1CCOCC1.[F:33][C:34]([F:38])([F:37])[CH2:35][OH:36].C(=O)([O-])[O-].[K+].[K+]>O>[F:26][CH:2]([F:1])[O:3][C:4]1[CH:9]=[CH:8][CH:7]=[CH:6][C:5]=1[S:10]([NH:13][C:14]([NH:16][C:17]1[N:18]=[C:19]([O:24][CH3:25])[N:20]=[C:21]([O:36][CH2:35][C:34]([F:38])([F:37])[F:33])[N:22]=1)=[O:15])(=[O:12])=[O:11] |f:3.4.5|. Procedure details: A mixture of 8.2 g of N-(2-difluoromethoxyphenylsulfonyl)-N'-(4-chloro-6-methoxy-1,3,5-triazin-2-yl)-urea, 60 ml of dioxane, 20 ml of 2,2,2-trifluoroethanol and 5.5 g of potassium carbonate is stirred at 55°-60° for 12 hours and then taken up in 300 ml of water and filtered over active charcoal. After the mixture has been acidified with 2 N hydrochloric acid, the product precipitates and is separated off by filtration. Yield: 7.7 g of N-(2-difluoromethoxyphenyl-sulfonyl)-N'-[4-methoxy-6-(2,2,2-t... Reactants: CCO, Cc1ccc2c(Cl)ccnc2n1, CC(=O)Nc1ccc(Sc2ccc(OCc3cccc(C)c3)cc2N)cc1. The product is CC(=O)Nc1ccc(Sc2ccc(OCc3cccc(C)c3)cc2Nc2ccnc3nc(C)ccc23)cc1. Reaction SMILES: [CH3:40][CH2:41][OH:42].[Cl:1][c:2]1[c:3]2[cH:4][cH:5][c:6]([CH3:12])[n:7][c:8]2[n:9][cH:10][cH:11]1.[NH2:13][c:14]1[c:15]([S:29][c:30]2[cH:31][cH:32][c:33]([NH:36][C:37]([CH3:38])=[O:39])[cH:34][cH:35]2)[cH:16][cH:17][c:18]([O:20][CH2:21][c:22]2[cH:23][c:24]([CH3:28])[cH:25][cH:26][cH:27]2)[cH:19]1>>[c:2]1([NH:13][c:14]2[c:15]([S:29][c:30]3[cH:31][cH:32][c:33]([NH:36][C:37]([CH3:38])=[O:39])[cH:34][cH:35]3)[cH:16][cH:17][c:18]([O:20][CH2:21][c:22]3[cH:23][c:24]([CH3:28])[cH:25][cH:26][cH:27]3)[cH:19]2)[c:3]2[cH:4][cH:5][c:6]([CH3:12])[n:7][c:8]2[n:9][cH:10][cH:11]1. Reactants: COC=1C(=CC(=C(C1)C(=O)N1CCOCC1)C)[N+](=O)[O-] ((5-methoxy-2-methyl-4-nitrophenyl)(morpholino)methanone), O.O.Cl[Sn]Cl (SnCl2.2H2O), [OH-].[Na+] (sodium hydroxide), C(Cl)Cl (DCM). The solvent is C(C)O (ethanol), O (water). Run at temperature 65 celsius. Yields the product NC1=CC(=C(C=C1OC)C(=O)N1CCOCC1)C ((4-amino-5-methoxy-2-methylphenyl)(morpholino)methanone). Yield: 92.3%. As a reaction SMILES: [CH3:1][O:2][C:3]1[C:4]([N+:18]([O-])=O)=[CH:5][C:6]([CH3:17])=[C:7]([C:9]([N:11]2[CH2:16][CH2:15][O:14][CH2:13][CH2:12]2)=[O:10])[CH:8]=1.O.O.Cl[Sn]Cl.[OH-].[Na+].C(Cl)Cl>C(O)C.O>[NH2:18][C:4]1[C:3]([O:2][CH3:1])=[CH:8][C:7]([C:9]([N:11]2[CH2:12][CH2:13][O:14][CH2:15][CH2:16]2)=[O:10])=[C:6]([CH3:17])[CH:5]=1 |f:1.2.3,4.5|. Reported procedure: To (5-methoxy-2-methyl-4-nitrophenyl)(morpholino)methanone (324 mg, 1.16 mmol) in ethanol (20 mL) and water (2 mL) was added SnCl2.2H2O (1.05 g, 4.64 mmol). The mixture was heated to 65° C. for 36 h and then 2 M aqueous sodium hydroxide solution (20 mL) and DCM (20 mL) were added. The organic phase was passed through a hydrophobic frit and the solvent was removed in vacuo to give (4-amino-5-methoxy-2-methylphenyl)(morpholino)methanone (268 mg, 92%) as an off-white solid. LCMS (10 cm_ESCI_Formic_... The reactants are C1(=CC=CC=C1)CCOC(C(=O)OCCC1=CC=CC=C1)=O (bis(2-phenylethyl)oxalate), [NH4+].[Cl-] (NH4Cl), ice, Grignard reagent, BrC1=CC=C(C=C)C=C1 (4-bromostyrene), [Mg] (magnesium). Reagents/catalysts: C(C)(C)(C)C1=C(O)C=CC(=C1)O (TBHQ). Solvent: C1CCOC1 (THF), CCCCCCC.C(C)(=O)OCC (heptane ethyl acetate), C1CCOC1 (THF). Yields the product O=C(C(=O)OCCC1=CC=CC=C1)C1=CC=C(C=C1)C=C (2-phenylethyl 2-oxo-2-(4-vinylphenyl)acetate). Yield: 68.1%. RXN SMILES: Br[C:2]1[CH:9]=[CH:8][C:5]([CH:6]=[CH2:7])=[CH:4][CH:3]=1.[Mg].C1(CCO[C:20](=[O:32])[C:21]([O:23][CH2:24][CH2:25][C:26]2[CH:31]=[CH:30][CH:29]=[CH:28][CH:27]=2)=[O:22])C=CC=CC=1.[NH4+].[Cl-]>C1COCC1.C(C1C=C(O)C=CC=1O)(C)(C)C.CCCCCCC.C(OCC)(=O)C>[O:32]=[C:20]([C:2]1[CH:9]=[CH:8][C:5]([CH:6]=[CH2:7])=[CH:4][CH:3]=1)[C:21]([O:23][CH2:24][CH2:25][C:26]1[CH:27]=[CH:28][CH:29]=[CH:30][CH:31]=1)=[O:22] |f:3.4,7.8|. Procedure: A Grignard reagent prepared from freshly distilled 4-bromostyrene (9.45 g, 51.6 mmol) and magnesium (1.31 g, 54.0 mmol) in THF (70 mL) was added dropwise to a stirred solution of bis(2-phenylethyl)oxalate (14.0 g, 46.9 mmol) in THF (120 mL) at −60° C. The mixture was left warming to room temperature, and then poured onto a mixture of ice (200 g) and a saturated solution of NH4Cl (200 mL). Extraction with diethyl ether (500 mL), washing with a saturated solution of NaCl (300 mL, 3×), re-extractio... The reactants are [H-].[Na+] (sodium hydride), C1(CCCC1)O (cyclopentanol), solution, FC1=CC=C(C#N)C=C1 (4-fluorobenzonitrile). Solvent: O1CCOCC1 (1,4-dioxane). Conditions: temperature 100 celsius. The product is C1(CCCC1)OC1=CC=C(C#N)C=C1 (4-Cyclopentyloxy-benzonitrile). Yield: 80.1%. Reaction SMILES: [H-].[Na+].[CH:3]1([OH:8])[CH2:7][CH2:6][CH2:5][CH2:4]1.F[C:10]1[CH:17]=[CH:16][C:13]([C:14]#[N:15])=[CH:12][CH:11]=1>O1CCOCC1>[CH:3]1([O:8][C:10]2[CH:17]=[CH:16][C:13]([C:14]#[N:15])=[CH:12][CH:11]=2)[CH2:7][CH2:6][CH2:5][CH2:4]1 |f:0.1|. Procedure details: Suspend sodium hydride (336 mg, 2.8 mmol, 60% suspension in mineral oil) in anhydrous 1,4-dioxane (10 mL) under nitrogen atmosphere. Add cyclopentanol (620 mg, 7.2 mmol) and stir the resulting solution for 30 min. Add the preformed solution (3.35 mL, 2.4 mmol) to neat 4-fluorobenzonitrile (240 mg, 2 mmol) in a microwave tube and heat the sealed mixture at 100° C. for 30 min. Cool to room temperature and concentrate in vacuo. Purify by chromatography on silica gel eluting with isohexane/EtOAc (95... Starting materials: CC1(CC=2C(=C(SC2)C(=O)O)CC1)C (5,5-dimethyl-4,5,6,7-tetrahydro-benzo[c]thiophene-1-carboxylic acid), C(CC)I (n-propyliodide). Solvent: C1CCOC1 (THF). Reaction conditions: time 45 minute. Yields the product CC1(CC=2C(=C(SC2CCC)C(=O)O)CC1)C (5,5-dimethyl-3-propyl-4,5,6,7-tetrahydro-benzo[c]thiophene-1-carboxylic acid). The yield is 8.3%. RXN SMILES: [CH3:1][C:2]1([CH3:14])[CH2:13][CH2:12][C:5]2=[C:6]([C:9]([OH:11])=[O:10])[S:7][CH:8]=[C:4]2[CH2:3]1.[CH2:15](I)[CH2:16][CH3:17]>C1COCC1>[CH3:1][C:2]1([CH3:14])[CH2:13][CH2:12][C:5]2=[C:6]([C:9]([OH:11])=[O:10])[S:7][C:8]([CH2:15][CH2:16][CH3:17])=[C:4]2[CH2:3]1. Procedure details: To a cooled (−75° C.) solution of 5,5-dimethyl-4,5,6,7-tetrahydro-benzo[c]thiophene-1-carboxylic acid (2.0 g, 9.51 mmol) in THF (40 mL) tert.-butyllithium (15 mL, 1.5 N in pentane) is slowly added. The mixture is stirred at −78° C. for 15 min before n-propyliodide (5.22 g, 30.7 mmol) is added. Stirring is continued at −78° C. for 45 min before the reaction is quenched by adding water/methanol 1:1 (10 mL). The mixture is allowed to warm to rt, diluted with tert.-butyl methylether and 10% aq. citr... Starting materials: Cc1nnc(C(F)(F)F)n1C1CCN(Cc2ccccc2)CC1, CCO, [OH-], [OH-], [Pd+2]. Yields the product Cc1nnc(C(F)(F)F)n1C1CCNCC1. Reaction SMILES: [CH2:1]([c:2]1[cH:3][cH:4][cH:5][cH:6][cH:7]1)[N:8]1[CH2:9][CH2:10][CH:11]([n:14]2[c:15]([CH3:23])[n:16][n:17][c:18]2[C:19]([F:20])([F:21])[F:22])[CH2:12][CH2:13]1.[CH3:24][CH2:25][OH:26].[OH-:27].[OH-:29].[Pd+2:28]>>[NH:8]1[CH2:9][CH2:10][CH:11]([n:14]2[c:15]([CH3:23])[n:16][n:17][c:18]2[C:19]([F:20])([F:21])[F:22])[CH2:12][CH2:13]1.